This data is from the Open Reaction Database (ORD), a public repository of structured organic reaction records. The task is: describe an organic reaction: reactants, conditions, products, and yield Reactants: CCS(=O)(=O)N1CCC(c2c[nH]c3c(C(N)=O)cc(-c4ccc5c(c4)CN(C(C)C)C5)cc23)CC1, CC(C)=O. Yields the product CCS(=O)(=O)N1CCC(c2c[nH]c3c(C(N)=O)cc(-c4ccc5c(c4)CN(C)C5)cc23)CC1. RXN SMILES: [CH2:1]([CH3:2])[S:3](=[O:4])(=[O:5])[N:6]1[CH2:7][CH2:8][CH:9]([c:12]2[cH:13][nH:14][c:15]3[c:16]([C:33](=[O:34])[NH2:35])[cH:17][c:18](-[c:21]4[cH:22][c:23]5[c:27]([cH:28][cH:29]4)[CH2:26][N:25]([CH:30]([CH3:31])[CH3:32])[CH2:24]5)[cH:19][c:20]23)[CH2:10][CH2:11]1.[CH3:36][C:37](=[O:38])[CH3:39]>>[CH2:1]([CH3:2])[S:3](=[O:4])(=[O:5])[N:6]1[CH2:7][CH2:8][CH:9]([c:12]2[cH:13][nH:14][c:15]3[c:16]([C:33](=[O:34])[NH2:35])[cH:17][c:18](-[c:21]4[cH:22][c:23]5[c:27]([cH:28][cH:29]4)[CH2:26][N:25]([CH3:30])[CH2:24]5)[cH:19][c:20]23)[CH2:10][CH2:11]1. Starting materials: O=C([O-])[O-], CCOC(C)=O, CN(C)C=O, O=Cc1ccccc1F, [K+], [K+], COC(=O)CCCS. Yields the product COC(=O)CCCSc1ccccc1C=O. Reaction SMILES: [C:10](=[O:11])([O-:12])[O-:13].[CH3:24][CH2:25][O:26][C:27](=[O:28])[CH3:29].[CH3:30][N:31]([CH3:32])[CH:33]=[O:34].[F:1][c:2]1[c:3]([CH:4]=[O:5])[cH:6][cH:7][cH:8][cH:9]1.[K+:14].[K+:15].[SH:16][CH2:17][CH2:18][CH2:19][C:20](=[O:21])[O:22][CH3:23]>>[c:2]1([S:16][CH2:17][CH2:18][CH2:19][C:20](=[O:21])[O:22][CH3:23])[c:3]([CH:4]=[O:5])[cH:6][cH:7][cH:8][cH:9]1. Reactants: [OH-].[Na+] (NaOH), C([C@@H](O)[C@@H](O)[C@H](O)[C@H](O)CO)O (mannitol). The product is C([C@@H](O)[C@@H](O)[C@H](O)[C@H](O)CO)O (mannitol), OCC(=O)[C@@H](O)[C@H](O)[C@H](O)CO (fructose). As a reaction SMILES: [OH-].[Na+].[CH2:3]([OH:14])[C@H:4]([C@H:6]([C@@H:8]([C@@H:10]([CH2:12][OH:13])[OH:11])[OH:9])[OH:7])[OH:5]>>[CH2:12]([OH:13])[C@H:10]([C@H:8]([C@@H:6]([C@@H:4]([CH2:3][OH:14])[OH:5])[OH:7])[OH:9])[OH:11].[OH:14][CH2:3][C:4]([C@H:6]([C@@H:8]([C@@H:10]([CH2:12][OH:13])[OH:11])[OH:9])[OH:7])=[O:5] |f:0.1|. Procedure: The temperature control was set at 30° C. and the pH was controlled at 5.0 with 3 M NaOH. The reactor was slowly agitated. A volumetric mannitol productivity of 12.5 g/L/h was achieved. The mannitol yield from fructose was 93.0 mole-%. Reactants: C[Al](C)C, Nc1cc(Cl)nc(Cl)c1[N+](=O)[O-], CN(C)C=O, c1ccc(P(c2ccccc2)(c2ccccc2)[Pd](P(c2ccccc2)(c2ccccc2)c2ccccc2)(P(c2ccccc2)(c2ccccc2)c2ccccc2)P(c2ccccc2)(c2ccccc2)c2ccccc2)cc1. The product is Cc1nc(Cl)cc(N)c1[N+](=O)[O-]. RXN SMILES: [CH3:13][Al:14]([CH3:15])[CH3:16].[Cl:1][c:2]1[n:3][c:4]([Cl:12])[cH:5][c:6]([NH2:11])[c:7]1[N+:8](=[O:9])[O-:10].[O:17]=[CH:18][N:19]([CH3:20])[CH3:21].[cH:22]1[cH:23][cH:24][c:25]([P:26]([Pd:27]([P:28]([c:29]2[cH:30][cH:31][cH:32][cH:33][cH:34]2)([c:35]2[cH:36][cH:37][cH:38][cH:39][cH:40]2)[c:41]2[cH:42][cH:43][cH:44][cH:45][cH:46]2)([P:47]([c:48]2[cH:49][cH:50][cH:51][cH:52][cH:53]2)([c:54]2[cH:55][cH:56][cH:57][cH:58][cH:59]2)[c:60]2[cH:61][cH:62][cH:63][cH:64][cH:65]2)[P:66]([c:67]2[cH:68][cH:69][cH:70][cH:71][cH:72]2)([c:73]2[cH:74][cH:75][cH:76][cH:77][cH:78]2)[c:79]2[cH:80][cH:81][cH:82][cH:83][cH:84]2)([c:85]2[cH:86][cH:87][cH:88][cH:89][cH:90]2)[c:91]2[cH:92][cH:93][cH:94][cH:95][cH:96]2)[cH:97][cH:98]1>>[c:2]1([CH3:13])[n:3][c:4]([Cl:12])[cH:5][c:6]([NH2:11])[c:7]1[N+:8](=[O:9])[O-:10]. Starting materials: OO (H2O2), CS(=O)C (DMSO), C(=O)([O-])[O-].[K+].[K+] (K2CO3), C(#N)C1=CC=C(C=C1)S(=O)(=O)N1CC2=CC(=CC=C2CC1)OCCCN1CCCCC1 (2-(4-cyanobenzenesulfonyl)-7-(3-piperidin-1-yl-propoxy)-1,2,3,4-tetrahydro-isoquinoline). Run in CO (MeOH), O (H2O). The product is N1(CCCCC1)CCCOC1=CC=C2CCN(CC2=C1)S(=O)(=O)C1=CC=C(C(=O)N)C=C1 (4-[7-(3-Piperidin-1-yl-propoxy)-3,4-dihydro-1H-isoquinoline-2-sulfonyl]-benzamide). Yield: 26.0%. RXN SMILES: CS(C)=[O:3].C([O-])([O-])=O.[K+].[K+].[C:11]([C:13]1[CH:18]=[CH:17][C:16]([S:19]([N:22]2[CH2:31][CH2:30][C:29]3[C:24](=[CH:25][C:26]([O:32][CH2:33][CH2:34][CH2:35][N:36]4[CH2:41][CH2:40][CH2:39][CH2:38][CH2:37]4)=[CH:27][CH:28]=3)[CH2:23]2)(=[O:21])=[O:20])=[CH:15][CH:14]=1)#[N:12].OO>CO.O>[N:36]1([CH2:35][CH2:34][CH2:33][O:32][C:26]2[CH:25]=[C:24]3[C:29]([CH2:30][CH2:31][N:22]([S:19]([C:16]4[CH:17]=[CH:18][C:13]([C:11]([NH2:12])=[O:3])=[CH:14][CH:15]=4)(=[O:20])=[O:21])[CH2:23]3)=[CH:28][CH:27]=2)[CH2:41][CH2:40][CH2:39][CH2:38][CH2:37]1 |f:1.2.3|. Reported procedure: A 1.4 mL DMSO mixture of K2CO3 is stirred under N2, 2-(4-cyanobenzenesulfonyl)-7-(3-piperidin-1-yl-propoxy)-1,2,3,4-tetrahydro-isoquinoline (75 mg, 0.17 mmol) is added, 0.2 mL H2O added, followed by 30% H2O2 (1.4 mL, 12 mmol) and reaction is stirred at room temperature for 4 hours. The reaction mixture is diluted with MeOH, filtered, and the solids washed twice with MeOH. The filtrate is concentrated and the residue is purified by chromatography (SCX-MeOH wash, elute 2M NH3/MeOH; then SiO2; 0-10... Reactants: COC(CCNC(C1=CC=C(C=C1)C(CCCC(F)(F)F)OC1=CC=C(C=C1)Br)=O)=O (3-{4-[1-(4-bromo-phenoxy)-5,5,5-trifluoro-pentyl]-benzoylamino}-propionic acid methyl ester), C(C)C1=CC=C(C=C1)B(O)O (4-ethyl phenyl boronic acid). Product: C(C)C1=CC=C(C=C1)C1=CC=C(C=C1)OC(CCCC(F)(F)F)C1=CC=C(C(=O)NCCC(=O)O)C=C1 (Racemic 3-{4-[1-(4′-ethyl-biphenyl-4-yloxy)-5,5,5-trifluoro-pentyl]-benzoylamino}-propionic acid). RXN SMILES: C[O:2][C:3](=[O:31])[CH2:4][CH2:5][NH:6][C:7](=[O:30])[C:8]1[CH:13]=[CH:12][C:11]([CH:14]([O:22][C:23]2[CH:28]=[CH:27][C:26](Br)=[CH:25][CH:24]=2)[CH2:15][CH2:16][CH2:17][C:18]([F:21])([F:20])[F:19])=[CH:10][CH:9]=1.[CH2:32]([C:34]1[CH:39]=[CH:38][C:37](B(O)O)=[CH:36][CH:35]=1)[CH3:33]>>[CH2:32]([C:34]1[CH:39]=[CH:38][C:37]([C:26]2[CH:25]=[CH:24][C:23]([O:22][CH:14]([C:11]3[CH:12]=[CH:13][C:8]([C:7]([NH:6][CH2:5][CH2:4][C:3]([OH:2])=[O:31])=[O:30])=[CH:9][CH:10]=3)[CH2:15][CH2:16][CH2:17][C:18]([F:21])([F:19])[F:20])=[CH:28][CH:27]=2)=[CH:36][CH:35]=1)[CH3:33]. Procedure details: The title compound is prepared in a manner substantially similar to Example 128 starting from 3-{4-[1-(4-bromo-phenoxy)-5,5,5-trifluoro-pentyl]-benzoylamino}-propionic acid methyl ester and 4-ethyl phenyl boronic acid. MS: 572.3 [M−H]−.